From a dataset of the Open Reaction Database (ORD), a public repository of structured organic reaction records. describe an organic reaction: reactants, conditions, products, and yield The reactants are BrC1=CC=C2C(=NC(=NC2=C1)Cl)N1CCOCC1 (4-(7-bromo-2-chloroquinazolin-4-yl)morpholine), NC=1C=C(C=CC1)B1OC(C)(C)C(C)(C)O1 (3-aminophenylboronic acid pinacol ester), C([O-])([O-])=O.[Na+].[Na+] (sodium carbonate), C1(=CC=CC=C1)C (toluene). Reagents/catalysts: Cl[Pd]([P](C1=CC=CC=C1)(C2=CC=CC=C2)C3=CC=CC=C3)([P](C4=CC=CC=C4)(C5=CC=CC=C5)C6=CC=CC=C6)Cl (Pd(PPh3)2Cl2). Solvent: O (water), C(C)O (ethanol). Reaction conditions: temperature 95 celsius, time 2 hour. The product is ClC1=NC2=CC(=CC=C2C(=N1)N1CCOCC1)C=1C=C(N)C=CC1 (3-(2-Chloro-4-morpholinoquinazolin-7-yl)aniline). Yield: 63.6%. RXN SMILES: Br[C:2]1[CH:11]=[C:10]2[C:5]([C:6]([N:13]3[CH2:18][CH2:17][O:16][CH2:15][CH2:14]3)=[N:7][C:8]([Cl:12])=[N:9]2)=[CH:4][CH:3]=1.[NH2:19][C:20]1[CH:21]=[C:22](B2OC(C)(C)C(C)(C)O2)[CH:23]=[CH:24][CH:25]=1.C(=O)([O-])[O-].[Na+].[Na+].C1(C)C=CC=CC=1>Cl[Pd](Cl)([P](C1C=CC=CC=1)(C1C=CC=CC=1)C1C=CC=CC=1)[P](C1C=CC=CC=1)(C1C=CC=CC=1)C1C=CC=CC=1.O.C(O)C>[Cl:12][C:8]1[N:7]=[C:6]([N:13]2[CH2:18][CH2:17][O:16][CH2:15][CH2:14]2)[C:5]2[C:10](=[CH:11][C:2]([C:24]3[CH:25]=[C:20]([CH:21]=[CH:22][CH:23]=3)[NH2:19])=[CH:3][CH:4]=2)[N:9]=1 |f:2.3.4,^1:50,69|. Procedure: To a 50 mL round bottom flask, 4-(7-bromo-2-chloroquinazolin-4-yl)morpholine (1.0 g, 0.0030 mol—Preparation 1), 3-aminophenylboronic acid pinacol ester (0.657 g, 0.0030 mol), sodium carbonate (0.635 g, 0.0060 mol), toluene (20 mL), ethanol (4 mL) and water (3 mL) were added. The reaction mixture was degassed with N2 for 5-10 minutes. To the same reaction mixture, Pd(PPh3)2Cl2 (0.105 g, 0.00015 mol) was added and degassed with N2 for 5-10 minutes. The reaction mixture was stirred at 95° C. for 2 ... Reactants: OO (hydrogen peroxide), solution, [OH-].[Na+] (sodium hydroxide), C([O-])([O-])=O.[K+].[K+] (potassium carbonate), NCCCO (3-amino-1-propanol), FC1=C(C#N)C=CC(=C1)N1C2=CC=CC=C2C=2C(=CC=CC12)C=1C=NC(=CC1)C(F)(F)F (2-fluoro-4-{4-[6-(trifluoromethyl)pyridin-3-yl]-9H-carbazol-9-yl}benzonitrile). The product is OCCCNC1=C(C(=O)N)C=CC(=C1)N1C2=CC=CC=C2C=2C(=CC=CC12)C=1C=NC(=CC1)C(F)(F)F (2-[(3-hydroxypropyl)amino]-4-{4-[6-(trifluoromethyl)pyridin-3-yl]-9H-carbazol-9-yl}benzamide). Conditions: temperature 90 celsius, time 2 hour. The solvent is O (water), C(C)O (ethanol), CS(=O)C (dimethyl sulphoxide). Procedure details: 0.17 g of potassium carbonate and 0.64 ml of 3-amino-1-propanol are successively added to a solution of 0.18 g of 2-fluoro-4-{4-[6-(trifluoromethyl)pyridin-3-yl]-9H-carbazol-9-yl}benzonitrile in 2 ml of dimethyl sulphoxide. The reaction mixture is heated at 90° C. for 1 hour 20 minutes in a microwave, and then 4.2 ml of ethanol are added, followed by 0.8 ml of a 1N solution of sodium hydroxide and 0.8 ml of 30% aqueous hydrogen peroxide. The reaction mixture is stirred at ambient temperature for... Reaction SMILES: C(=O)([O-])[O-:2].[K+].[K+].[NH2:7][CH2:8][CH2:9][CH2:10][OH:11].F[C:13]1[CH:20]=[C:19]([N:21]2[C:33]3[CH:32]=[CH:31][CH:30]=[C:29]([C:34]4[CH:35]=[N:36][C:37]([C:40]([F:43])([F:42])[F:41])=[CH:38][CH:39]=4)[C:28]=3[C:27]3[C:22]2=[CH:23][CH:24]=[CH:25][CH:26]=3)[CH:18]=[CH:17][C:14]=1[C:15]#[N:16].[OH-].[Na+].OO>CS(C)=O.O.C(O)C>[OH:11][CH2:10][CH2:9][CH2:8][NH:7][C:13]1[CH:20]=[C:19]([N:21]2[C:33]3[CH:32]=[CH:31][CH:30]=[C:29]([C:34]4[CH:35]=[N:36][C:37]([C:40]([F:43])([F:42])[F:41])=[CH:38][CH:39]=4)[C:28]=3[C:27]3[C:22]2=[CH:23][CH:24]=[CH:25][CH:26]=3)[CH:18]=[CH:17][C:14]=1[C:15]([NH2:16])=[O:2] |f:0.1.2,5.6|. The reactants are Cc1ccc2c3c(ccc2n1)OCC(COS(=O)(=O)c1ccc(Br)cc1)O3, O=C([O-])O, Cc1cccc(N2CCNCC2)c1C, CS(C)=O, [Na+]. Product: Cc1ccc2c3c(ccc2n1)OCC(CN1CCN(c2cccc(C)c2C)CC1)O3. RXN SMILES: [Br:15][c:16]1[cH:17][cH:18][c:19]([S:20]([O:21][CH2:26][CH:27]2[CH2:28][O:29][c:30]3[c:31]([c:32]4[cH:33][cH:34][c:35]([CH3:40])[n:36][c:37]4[cH:38][cH:39]3)[O:41]2)(=[O:22])=[O:23])[cH:24][cH:25]1.[C:46](=[O:47])([OH:48])[O-:49].[CH3:1][c:2]1[c:3]([N:9]2[CH2:10][CH2:11][NH:12][CH2:13][CH2:14]2)[cH:4][cH:5][cH:6][c:7]1[CH3:8].[CH3:42][S:43]([CH3:44])=[O:45].[Na+:50]>>[CH3:1][c:2]1[c:3]([N:9]2[CH2:10][CH2:11][N:12]([CH2:26][CH:27]3[CH2:28][O:29][c:30]4[c:31]([c:32]5[cH:33][cH:34][c:35]([CH3:40])[n:36][c:37]5[cH:38][cH:39]4)[O:41]3)[CH2:13][CH2:14]2)[cH:4][cH:5][cH:6][c:7]1[CH3:8]. Starting materials: COC1=CCc2cccc(N3CCN(CCCCOc4ccc5ccc(=O)[nH]c5n4)CC3)c2C1, CCO, Cl, C1CCOC1. The product is O=C1CCc2cccc(N3CCN(CCCCOc4ccc5ccc(=O)[nH]c5n4)CC3)c2C1. As a reaction SMILES: [CH3:1][O:2][C:3]1=[CH:4][CH2:5][c:6]2[cH:7][cH:8][cH:9][c:10]([N:13]3[CH2:14][CH2:15][N:16]([CH2:19][CH2:20][CH2:21][CH2:22][O:23][c:24]4[cH:25][cH:26][c:27]5[cH:28][cH:29][c:30](=[O:34])[nH:31][c:32]5[n:33]4)[CH2:17][CH2:18]3)[c:11]2[CH2:12]1.[CH3:36][CH2:37][OH:38].[ClH:35].[O:39]1[CH2:40][CH2:41][CH2:42][CH2:43]1>>[O:2]=[C:3]1[CH2:4][CH2:5][c:6]2[cH:7][cH:8][cH:9][c:10]([N:13]3[CH2:14][CH2:15][N:16]([CH2:19][CH2:20][CH2:21][CH2:22][O:23][c:24]4[cH:25][cH:26][c:27]5[cH:28][cH:29][c:30](=[O:34])[nH:31][c:32]5[n:33]4)[CH2:17][CH2:18]3)[c:11]2[CH2:12]1. Reaction SMILES: [CH2:6]([CH2:7][CH2:8][CH3:9])[NH:10][C:11]([CH2:12][CH2:13][C:14]([c:15]1[cH:16][cH:17][cH:18][cH:19][cH:20]1)=[O:21])=[O:22].[CH3:25][OH:26].[ClH:23].[NH2:1][NH:2][C:3](=[S:4])[NH2:5].[OH2:24]>>[N:1]([NH:2][C:3](=[S:4])[NH2:5])=[C:14]([CH2:13][CH2:12][C:11]([NH:10][CH2:6][CH2:7][CH2:8][CH3:9])=[O:22])[c:15]1[cH:16][cH:17][cH:18][cH:19][cH:20]1. Reactants: CCCCNC(=O)CCC(=O)c1ccccc1, CO, Cl, NNC(N)=S, O. Product: CCCCNC(=O)CCC(=NNC(N)=S)c1ccccc1.